Dataset: the Open Reaction Database (ORD), a public repository of structured organic reaction records. Task: describe an organic reaction: reactants, conditions, products, and yield The reactants are C(C1=CC=CC=C1)N1CCC(CC1)=O (1-benzyl4-piperidone), C1(=C(C=CC=C1)N)N (1,2-phenylenediamine), C(C)(=O)O[BH-](OC(C)=O)OC(C)=O.[Na+] (sodium triacetoxyborohydride). Run in C1CCOC1 (THF). Reaction conditions: time 10 minute. Yields the product C(C1=CC=CC=C1)N1CCC(CC1)NC=1C(=CC=CC1)N (1-N-(1-Benzyl-piperidin-4-yl)-benzene-1,2-diamine). The yield is 44.8%. RXN SMILES: [CH2:1]([N:8]1[CH2:13][CH2:12][C:11](=O)[CH2:10][CH2:9]1)[C:2]1[CH:7]=[CH:6][CH:5]=[CH:4][CH:3]=1.[C:15]1([NH2:22])[CH:20]=[CH:19][CH:18]=[CH:17][C:16]=1[NH2:21].C(O[BH-](OC(=O)C)OC(=O)C)(=O)C.[Na+]>C1COCC1>[CH2:1]([N:8]1[CH2:13][CH2:12][CH:11]([NH:21][C:16]2[C:15]([NH2:22])=[CH:20][CH:19]=[CH:18][CH:17]=2)[CH2:10][CH2:9]1)[C:2]1[CH:7]=[CH:6][CH:5]=[CH:4][CH:3]=1 |f:2.3|. Procedure details: To a solution of 1.0 g 1-benzyl4-piperidone and 1.14 g of 1,2-phenylenediamine in 15 mL of THF was added two spatula tips of molecular sieves 4Å. After stirring at room temperature for 10 minutes, 1.34 g of sodium triacetoxyborohydride was added and the reaction was stirred at room temperature for 18 hours. The reaction was quenched with 50 mL of CH3OH and diluted with EtOAc. After filtering molecular sieves, the filtrate was concentrated under reduced pressure. The residue was partitioned betwe...